The task is: describe an organic reaction: reactants, conditions, products, and yield. This data is from the Open Reaction Database (ORD), a public repository of structured organic reaction records. The reactants are C1(=CC=CC=C1)C(N1C=NC(=C1)CCCO)(C1=CC=CC=C1)C1=CC=CC=C1 (3-(1-triphenylmethyl-1H-imidazol-4-yl)propanol), BrCC (bromoethane). The product is N1C=NC(=C1)CCCOCC (Ethyl 3-(1H-imidazol-4-yl)propyl ether). RXN SMILES: C1(C(C2C=CC=CC=2)(C2C=CC=CC=2)[N:8]2[CH:12]=[C:11]([CH2:13][CH2:14][CH2:15][OH:16])[N:10]=[CH:9]2)C=CC=CC=1.Br[CH2:30][CH3:31]>>[NH:8]1[CH:12]=[C:11]([CH2:13][CH2:14][CH2:15][O:16][CH2:30][CH3:31])[N:10]=[CH:9]1. Reported procedure: 5 mmol of 3-(1-triphenylmethyl-1H-imidazol-4-yl)propanol and 5 mmol of bromoethane are treated as described in Example 5. The title compound is crystallized in the form of hydrogen oxalate from ethanol and diethyl ether. The reactants are [N-]=[N+]=[N-].[Na+] (sodium azide), [N+](=O)([O-])C=1C=C(C(=O)O)C=C(C1)[N+](=O)[O-] (3,5-dinitrobenzoic acid), S(O)(O)(=O)=O (sulfuric acid), S(O)(O)(=O)=O (sulfuric acid). Run in C(Cl)(Cl)Cl (CHCl3). Run at temperature 80 celsius. The product is [N+](=O)([O-])C=1C=C(N)C=C(C1)[N+](=O)[O-] (3,5-Dinitroaniline). RXN SMILES: [N+:1]([C:4]1[CH:5]=[C:6]([CH:10]=[C:11]([N+:13]([O-:15])=[O:14])[CH:12]=1)C(O)=O)([O-:3])=[O:2].S(=O)(=O)(O)O.[N-:21]=[N+]=[N-].[Na+]>C(Cl)(Cl)Cl>[N+:1]([C:4]1[CH:5]=[C:6]([CH:10]=[C:11]([N+:13]([O-:15])=[O:14])[CH:12]=1)[NH2:21])([O-:3])=[O:2] |f:2.3|. Procedure details: To a solution of 3,5-dinitrobenzoic acid (4.0 g, 18.9 mmol) in a mixture of concentrated sulfuric acid (6 mL), 30% fuming sulfuric acid (18 mL) and CHCl3 (25 mL) was added sodium azide (1.4 g, 21.7 mmol), in small portions. The resulting mixture was heated to reflux (80° C.) for 3 hours and then cooled to 25° C. after which it was poured on ice. An orange solid was isolated after vacuum filtration (3.25 g, 17.7 mmol, 94%). 1H NMR (300 MHz, CDCl3) δ 8.14 (t, J=1.8 Hz, 1H), 7.64 (d, J=1.8 Hz, 2H),... Reactants: ester, COC(C1=C(C=CC(=C1)C=1SC=C(N1)C1=CC(=C(C=C1)Cl)Cl)Br)=O (2-bromo-5-[4-(3,4-dichloro-phenyl)-thiazol-2-yl]-benzoic acid methyl ester), COC(C1=C(C=CC(=C1)C=1SC=C(N1)C1=CC(=C(C=C1)Cl)Cl)Br)=O (2-bromo-5-[4-(3,4-dichloro-phenyl)-thiazol-2-yl]-benzoic acid methyl ester), FC1=C(C=CC(=C1)F)B(O)O (2,4-difluorophenylboronic acid). The product is ClC=1C=C(C=CC1Cl)C=1N=C(SC1)C=1C=C(C(=CC1)C1=C(C=C(C=C1)F)F)C(=O)O (4-[4-(3,4-dichloro-phenyl)-thiazol-2-yl]-2′,4′-difluoro-biphenyl-2-carboxylic acid). The yield is 16.4%. As a reaction SMILES: C[O:2][C:3](=[O:24])[C:4]1[CH:9]=[C:8]([C:10]2[S:11][CH:12]=[C:13]([C:15]3[CH:20]=[CH:19][C:18]([Cl:21])=[C:17]([Cl:22])[CH:16]=3)[N:14]=2)[CH:7]=[CH:6][C:5]=1Br.[F:25][C:26]1[CH:31]=[C:30]([F:32])[CH:29]=[CH:28][C:27]=1B(O)O>>[Cl:22][C:17]1[CH:16]=[C:15]([C:13]2[N:14]=[C:10]([C:8]3[CH:9]=[C:4]([C:3]([OH:2])=[O:24])[C:5]([C:29]4[CH:28]=[CH:27][C:26]([F:25])=[CH:31][C:30]=4[F:32])=[CH:6][CH:7]=3)[S:11][CH:12]=2)[CH:20]=[CH:19][C:18]=1[Cl:21]. Procedure: Using the conditions of General Procedure C for Suzuki Coupling and Hydrolysis in Parallel Mode, 2-bromo-5-[4-(3,4-dichloro-phenyl)-thiazol-2-yl]-benzoic acid methyl ester (which may be prepared as described for Intermediate 6; 111 mg, 0.25 mmol) was reacted with 2,4-difluorophenylboronic acid (available from Frontier Scientific, Inc.; 79 mg, 0.5 mmol). The resulting ester was hydrolyzed and the acid was purified to give 4-[4-(3,4-dichloro-phenyl)-thiazol-2-yl]-2′,4′-difluoro-biphenyl-2-carboxyl... As a reaction SMILES: [Br:3][c:4]1[cH:5][c:6]([C:7](=[O:8])[NH:9][c:10]2[s:11][c:12]3[c:13]([n:14]2)[c:15]([O:25][CH3:26])[cH:16][cH:17][c:18]3[CH:19]2[O:20][CH2:21][CH2:22][O:23][CH2:24]2)[cH:27][cH:28][n:29]1.[Cl:36][CH:37]([Cl:38])[Cl:39].[H-:1].[Na+:2].[O:40]1[CH2:41][CH2:42][O:43][CH2:44][CH2:45]1.[O:46]=[CH:47][N:48]([CH3:49])[CH3:50].[OH:30][CH2:31][C:32]([F:33])([F:34])[F:35]>>[c:4]1([O:30][CH2:31][C:32]([F:33])([F:34])[F:35])[cH:5][c:6]([C:7](=[O:8])[NH:9][c:10]2[s:11][c:12]3[c:13]([n:14]2)[c:15]([O:25][CH3:26])[cH:16][cH:17][c:18]3[CH:19]2[O:20][CH2:21][CH2:22][O:23][CH2:24]2)[cH:27][cH:28][n:29]1. Starting materials: COc1ccc(C2COCCO2)c2sc(NC(=O)c3ccnc(Br)c3)nc12, ClC(Cl)Cl, [H-], [Na+], C1COCCO1, CN(C)C=O, OCC(F)(F)F. The product is COc1ccc(C2COCCO2)c2sc(NC(=O)c3ccnc(OCC(F)(F)F)c3)nc12. Reaction SMILES: [Cl:13][c:14]1[cH:15][c:16]([Cl:17])[c:18]([Cl:19])[cH:20][cH:21]1.[Cl:1][C:2]([O:3][c:5]1[c:6]([CH3:12])[c:7]([CH3:11])[cH:8][cH:9][cH:10]1)=[O:4].[FH:22]>>[c:5]1([F:22])[c:6]([CH3:12])[c:7]([CH3:11])[cH:8][cH:9][cH:10]1. The product is Cc1cccc(F)c1C. The reactants are Clc1ccc(Cl)c(Cl)c1, Cc1cccc(OC(=O)Cl)c1C, F.